Task: describe an organic reaction: reactants, conditions, products, and yield. Dataset: the Open Reaction Database (ORD), a public repository of structured organic reaction records Reactants: BrC=1C=CC=2C(C3=CC=CC=C3OC2C1)=O (3-Bromo-xanthen-9-one), C(C)(=O)NC1=C(C=CC=C1)B(O)O (2-acetamidophenylboronic acid), C([O-])([O-])=O.[Cs+].[Cs+] (cesium carbonate), O1CCOCC1 (dioxane). The reagents and catalysts are [Pd](Cl)Cl.C1(=CC=CC=C1)P([C-]1C=CC=C1)C1=CC=CC=C1.[C-]1(C=CC=C1)P(C1=CC=CC=C1)C1=CC=CC=C1.[Fe+2] (1,1′-bis-(diphenylphosphino)ferrocene-palladium (II) dichloride). Solvent: C(C)O (ethanol). Yields the product O=C1C2=CC=CC=C2OC=2C=C(C=CC12)C1=C(C=CC=C1)NC(C)=O (N-[2-(9-Oxo-9H-xanthen-3-yl)-phenyl]-acetamide). RXN SMILES: Br[C:2]1[CH:3]=[CH:4][C:5]2[C:6](=[O:16])[C:7]3[C:12]([O:13][C:14]=2[CH:15]=1)=[CH:11][CH:10]=[CH:9][CH:8]=3.[C:17]([NH:20][C:21]1[CH:26]=[CH:25][CH:24]=[CH:23][C:22]=1B(O)O)(=[O:19])[CH3:18].C(=O)([O-])[O-].[Cs+].[Cs+].O1CCOCC1>[Pd](Cl)Cl.C1(P(C2C=CC=CC=2)[C-]2C=CC=C2)C=CC=CC=1.[C-]1(P(C2C=CC=CC=2)C2C=CC=CC=2)C=CC=C1.[Fe+2].C(O)C>[O:16]=[C:6]1[C:5]2[CH:4]=[CH:3][C:2]([C:22]3[CH:23]=[CH:24][CH:25]=[CH:26][C:21]=3[NH:20][C:17](=[O:19])[CH3:18])=[CH:15][C:14]=2[O:13][C:12]2[C:7]1=[CH:8][CH:9]=[CH:10][CH:11]=2 |f:2.3.4,6.7.8.9|. Procedure details: 3-Bromo-xanthen-9-one (0.25 g, 0.9 mmol), 2-acetamidophenylboronic acid (0.99 mmol), 1,1′-bis-(diphenylphosphino)ferrocene-palladium (II) dichloride (33 mg, 0.045 mmol), cesium carbonate (0.59 g, 1.8 mmol), dioxane (4 mL), and ethanol (2 mL) were microwaved in a 5-mL reaction vessel at 100° C. for 5 min. The reaction was filtered and concentrated. The residue was purified by reverse phase chromatography to afford N-[2-(9-Oxo-9H-xanthen-3-yl)-phenyl]-acetamide. The reactants are BrC1=C(C=C(C=C1)F)OC (1-bromo-4-fluoro-2-methoxybenzene), C[S-].[Na+] (sodium methanethiolate), O (Water). The solvent is CN(C)C=O (DMF). Reaction conditions: temperature 85 celsius, time 2 hour. The product is BrC1=C(C=C(C=C1)SC)OC (1-bromo-2-methoxy-4-(methylsulfanyl)benzene). Isolated yield 6.2%. Reaction SMILES: [Br:1][C:2]1[CH:7]=[CH:6][C:5](F)=[CH:4][C:3]=1[O:9][CH3:10].[CH3:11][S-:12].[Na+].O>CN(C=O)C>[Br:1][C:2]1[CH:7]=[CH:6][C:5]([S:12][CH3:11])=[CH:4][C:3]=1[O:9][CH3:10] |f:1.2|. Procedure details: To a stirred solution of 1-bromo-4-fluoro-2-methoxybenzene (4.0 g) in DMF (40 mL) was added sodium methanethiolate (2.76 g). The mixture was stirred at room temperature for 30 minutes and at 85° C. for 2 h. Water was added and the mixture was extracted with ethyl acetate. The organic phase was washed with saturated sodium chloride solution, dried (sodium sulfate) and the solvent was removed in vacuum. Silica gel chromatography gave 280 mg of the title compound.